Dataset: the Open Reaction Database (ORD), a public repository of structured organic reaction records. Task: describe an organic reaction: reactants, conditions, products, and yield The reactants are BrC=1C=C(CC(C1)(O)Cl)Cl (5-Bromo-1,3-dichloro-phenol), BrC1=CC(=C(C=C1)O)CC (4-bromo-2-ethyl-phenol). Yields the product C(C)OC1=C(C=C(C=C1Cl)Br)Cl (4-bromo-2,6-dichlorophenyl ethyl ether). RXN SMILES: [Br:1][C:2]1[CH:3]=[C:4]([Cl:10])[CH2:5][C:6]([Cl:9])(O)[CH:7]=1.BrC1C=C[C:15]([OH:18])=[C:14](CC)C=1>>[CH2:15]([O:18][C:5]1[C:4]([Cl:10])=[CH:3][C:2]([Br:1])=[CH:7][C:6]=1[Cl:9])[CH3:14]. Procedure details: The title compound was prepared analogously to step 2 in Example A(125), where 5-Bromo-1,3-dichloro-phenol was substituted in place of 4-bromo-2-ethyl-phenol in that example.